The task is: describe an organic reaction: reactants, conditions, products, and yield. This data is from the Open Reaction Database (ORD), a public repository of structured organic reaction records. Reaction SMILES: [Cl:1][C:2]1[CH:3]=[C:4](/[CH:8]=[CH:9]/[C:10]([N:12]2[CH2:18][CH2:17][C:16](=[O:19])[NH:15][CH2:14][CH2:13]2)=[O:11])[CH:5]=[CH:6][CH:7]=1.Cl[CH2:21][CH2:22][N:23]1[CH2:27][CH2:26][CH2:25][CH2:24]1>>[Cl:1][C:2]1[CH:3]=[C:4](/[CH:8]=[CH:9]/[C:10]([N:12]2[CH2:18][CH2:17][C:16](=[O:19])[N:15]([CH2:21][CH2:22][N:23]3[CH2:27][CH2:26][CH2:25][CH2:24]3)[CH2:14][CH2:13]2)=[O:11])[CH:5]=[CH:6][CH:7]=1. Yields the product ClC=1C=C(C=CC1)/C=C/C(=O)N1CCN(C(CC1)=O)CCN1CCCC1 (1-[(E)-3-(3-Chloro-phenyl)-acryloyl]-4-(2-pyrrolidin-1-yl-ethyl)-[1,4]diazepan-5-one). Reported procedure: In analogy to the procedure described in intermediate 4A, 1-[(E)-3-(3-chloro-phenyl)-acryloyl]-[1,4]diazepan-5-one (intermediate 3A]) and 1-(2-chloro-ethyl)-pyrrolidine gave the title compound as off-white powder. MS: 376.5 (MH+, Cl). The reactants are intermediate 4A, ClCCN1CCCC1 (1-(2-chloro-ethyl)-pyrrolidine), ClC=1C=C(C=CC1)/C=C/C(=O)N1CCNC(CC1)=O (1-[(E)-3-(3-chloro-phenyl)-acryloyl]-[1,4]diazepan-5-one), intermediate 3A.